This data is from the Open Reaction Database (ORD), a public repository of structured organic reaction records. The task is: describe an organic reaction: reactants, conditions, products, and yield The reactants are CCCCCC(Br)C(=O)OCC(C)=O, Cl, I, C1CCOC1, [Zn]. Product: CCCCCC1C(=O)OCC1(C)O. RXN SMILES: [Br:2][CH:3]([C:4](=[O:5])[O:6][CH2:7][C:8]([CH3:9])=[O:10])[CH2:11][CH2:12][CH2:13][CH2:14][CH3:15].[ClH:16].[I:1].[O:17]1[CH2:18][CH2:19][CH2:20][CH2:21]1.[Zn:22]>>[CH:3]1([CH2:11][CH2:12][CH2:13][CH2:14][CH3:15])[C:4](=[O:5])[O:6][CH2:7][C:8]1([CH3:9])[OH:10]. The reactants are O=P(Cl)(Cl)Cl (POCl3), [N+](=O)([O-])C=1C=2N(C3=CC=CC=C3C1O)N=NN2 (4-nitro-tetrazolo[1,5-a]quinolin-5-ol). Run in CN(C=O)C (N,N-dimethylformamide), CN(C=O)C (N,N-dimethylformamide). Run at temperature 0 celsius. The product is ClC1=C(C=2N(C3=CC=CC=C13)N=NN2)[N+](=O)[O-] (5-chloro-4-nitrotetrazolo[1,5-a]quinoline). RXN SMILES: O=P(Cl)(Cl)[Cl:3].[N+:6]([C:9]1[C:10]2[N:11]([N:20]=[N:21][N:22]=2)[C:12]2[C:17]([C:18]=1O)=[CH:16][CH:15]=[CH:14][CH:13]=2)([O-:8])=[O:7]>CN(C)C=O>[Cl:3][C:18]1[C:17]2[C:12](=[CH:13][CH:14]=[CH:15][CH:16]=2)[N:11]2[N:20]=[N:21][N:22]=[C:10]2[C:9]=1[N+:6]([O-:8])=[O:7]. Procedure: Under a nitrogen atmosphere, POCl3 (16.42 ml, 0.17 mol) was slowly added to a chilled (0° C.) flask containing N,N-dimethylformamide (100 ml). The resulting solution was slowly warmed to room temperature and then added dropwise to a suspension of 4-nitro-tetrazolo[1,5-a]quinolin-5-ol in N,N-dimethylformamide (300 ml). The reaction was heated to 100° C. for 30 minutes. The orange/red solution was quenched by pouring over 1 liter of ice water. A yellow precipitate formed and was collected by filtr... Starting materials: ClC1=CC(=C(C#N)C=C1)C1=CC(NC=C1C(F)(F)F)=O (4-chloro-2-[2-oxo-5-(trifluoromethyl)-1,2-dihydropyridin-4-yl]benzonitrile), BrC(C(=O)O)C (2-bromopropanoic acid). Product: ClC=1C=CC(=C(C1)C1=CC(N(C=C1C(F)(F)F)C(C(=O)O)C)=O)C#N (2-[4-(5-Chloro-2-cyanophenyl)-2-oxo-5-(trifluoromethyl)pyridin-1(2H)-yl]propanoic acid). As a reaction SMILES: [Cl:1][C:2]1[CH:9]=[CH:8][C:5]([C:6]#[N:7])=[C:4]([C:10]2[C:15]([C:16]([F:19])([F:18])[F:17])=[CH:14][NH:13][C:12](=[O:20])[CH:11]=2)[CH:3]=1.Br[CH:22]([CH3:26])[C:23]([OH:25])=[O:24]>>[Cl:1][C:2]1[CH:9]=[CH:8][C:5]([C:6]#[N:7])=[C:4]([C:10]2[C:15]([C:16]([F:17])([F:18])[F:19])=[CH:14][N:13]([CH:22]([CH3:26])[C:23]([OH:25])=[O:24])[C:12](=[O:20])[CH:11]=2)[CH:3]=1. Procedure details: 456 mg (purity 86%, 1.31 mmol) of 4-chloro-2-[2-oxo-5-(trifluoromethyl)-1,2-dihydropyridin-4-yl]benzonitrile and 1.5 eq. of 2-bromopropanoic acid (racemate) were reacted according to General Method 4A at 50° C. Yield: 515 mg (purity 51%, 54% of theory) Reactants: CCOC(C)=O, CC(C)OC(=O)OC(C)OC(=O)c1nc(C(F)(F)F)n2c1CN(C(=O)CC(Cc1cc(F)c(F)cc1F)NC(=O)OC(C)(C)C)CC2, Cl. As a reaction SMILES: [CH3:49][CH2:50][O:51][C:52](=[O:53])[CH3:54].[CH:1]([CH3:2])([CH3:3])[O:4][C:5](=[O:6])[O:7][CH:8]([CH3:9])[O:10][C:11](=[O:12])[c:13]1[n:14][c:15]([C:44]([F:45])([F:46])[F:47])[n:16]2[c:17]1[CH2:18][N:19]([C:22]([CH2:23][CH:24]([CH2:25][c:26]1[c:27]([F:34])[cH:28][c:29]([F:33])[c:30]([F:32])[cH:31]1)[NH:35][C:36]([O:37][C:38]([CH3:39])([CH3:40])[CH3:41])=[O:42])=[O:43])[CH2:20][CH2:21]2.[ClH:48]>>[CH:1]([CH3:2])([CH3:3])[O:4][C:5](=[O:6])[O:7][CH:8]([CH3:9])[O:10][C:11](=[O:12])[c:13]1[n:14][c:15]([C:44]([F:45])([F:46])[F:47])[n:16]2[c:17]1[CH2:18][N:19]([C:22]([CH2:23][CH:24]([CH2:25][c:26]1[c:27]([F:34])[cH:28][c:29]([F:33])[c:30]([F:32])[cH:31]1)[NH2:35])=[O:43])[CH2:20][CH2:21]2.[ClH:48]. Yields the product CC(C)OC(=O)OC(C)OC(=O)c1nc(C(F)(F)F)n2c1CN(C(=O)CC(N)Cc1cc(F)c(F)cc1F)CC2, Cl. Starting materials: [N+](=O)([O-])C=1C(=[N+](C=CC1)[O-])NC1=CC=C2C=CC=C(C2=C1)N1CCN(CC1)C(=O)OC(C)(C)C (7-(3-nitro-1-oxido-2-pyridylamino)-1-(4-tert-butoxycarbonyl-1-piperazinyl)-naphthalene), C(=O)[O-].[NH4+] (ammonium formate), C(=O)[O-].[NH4+] (ammonium formate). The reagents and catalysts are [Pd] (palladium on carbon). Run in C(C)O (ethanol). The product is NC=1C(=NC=CC1)NC1=CC=C2C=CC=C(C2=C1)N1CCN(CC1)C(=O)OC(C)(C)C (7-(3-amino-2-pyridylamino)-1-(4-tert-butoxycarbonyl-1-piperazinyl)-naphthalene). Yield: 30.0%. Reaction SMILES: [N+:1]([C:4]1[C:5]([NH:11][C:12]2[CH:21]=[C:20]3[C:15]([CH:16]=[CH:17][CH:18]=[C:19]3[N:22]3[CH2:27][CH2:26][N:25]([C:28]([O:30][C:31]([CH3:34])([CH3:33])[CH3:32])=[O:29])[CH2:24][CH2:23]3)=[CH:14][CH:13]=2)=[N+:6]([O-])[CH:7]=[CH:8][CH:9]=1)([O-])=O.C([O-])=O.[NH4+]>[Pd].C(O)C>[NH2:1][C:4]1[C:5]([NH:11][C:12]2[CH:21]=[C:20]3[C:15]([CH:16]=[CH:17][CH:18]=[C:19]3[N:22]3[CH2:27][CH2:26][N:25]([C:28]([O:30][C:31]([CH3:34])([CH3:33])[CH3:32])=[O:29])[CH2:24][CH2:23]3)=[CH:14][CH:13]=2)=[N:6][CH:7]=[CH:8][CH:9]=1 |f:1.2|. Reported procedure: A mixture of 7-(3-nitro-1-oxido-2-pyridylamino)-1-(4-tert-butoxycarbonyl-1-piperazinyl)-naphthalene (0.40 g, 0.86 mmol, product of the above reaction), ammonium formate (1.0 g, 17.2 mmol), and 10% palladium on carbon (0.15 g)in ethanol (30 mL) was refluxed 4 hour while continually returning sublimed ammonium formate back into the reaction. The solvent was removed at reduced pressure and the residue was taken up in methylene chloride. The organic solution was washed with water and brine, dried ov... Reactants: C(C)(C)(C)OC(=O)N1CCC(CC1)C(=O)C=1N(C2=NC(=NC(=C2N1)N1CCOCC1)N1C(=NC2=C1C=CC=C2)CC)C (4-[2-(2-ethylbenzoimidazol-1-yl)-9-methyl-6-morpholin-4-yl-9H-purine-8-carbonyl]piperidine-1-carboxylic acid tert-butyl ester), C(=O)(C(F)(F)F)O (TFA). The solvent is C(Cl)Cl (DCM). Reaction conditions: time 1 hour. Product: C(C)C1=NC2=C(N1C1=NC(=C3N=C(N(C3=N1)C)C(=O)C1CCNCC1)N1CCOCC1)C=CC=C2 ([2-(2-Ethylbenzoimidazol-1-yl)-9-methyl-6-morpholin-4-yl-9H-purin-8-yl]piperidin-4-ylmethanone). As a reaction SMILES: C(OC([N:8]1[CH2:13][CH2:12][CH:11]([C:14]([C:16]2[N:17]([CH3:42])[C:18]3[C:23]([N:24]=2)=[C:22]([N:25]2[CH2:30][CH2:29][O:28][CH2:27][CH2:26]2)[N:21]=[C:20]([N:31]2[C:35]4[CH:36]=[CH:37][CH:38]=[CH:39][C:34]=4[N:33]=[C:32]2[CH2:40][CH3:41])[N:19]=3)=[O:15])[CH2:10][CH2:9]1)=O)(C)(C)C.C(O)(C(F)(F)F)=O>C(Cl)Cl>[CH2:40]([C:32]1[N:31]([C:20]2[N:19]=[C:18]3[C:23]([N:24]=[C:16]([C:14]([CH:11]4[CH2:10][CH2:9][NH:8][CH2:13][CH2:12]4)=[O:15])[N:17]3[CH3:42])=[C:22]([N:25]3[CH2:26][CH2:27][O:28][CH2:29][CH2:30]3)[N:21]=2)[C:35]2[CH:36]=[CH:37][CH:38]=[CH:39][C:34]=2[N:33]=1)[CH3:41]. Procedure details: To a solution of 4-[2-(2-ethylbenzoimidazol-1-yl)-9-methyl-6-morpholin-4-yl-9H-purine-8-carbonyl]piperidine-1-carboxylic acid tert-butyl ester (58 mg, 0.10 mmol) in DCM (1 mL) was added TFA (1 mL) and the resulting mixture stirred at r.t. for 1 h. The reaction mixture was concentrated in vacuo and azeotroped with DCM affording [2-(2-Ethylbenzoimidazol-1-yl)-9-methyl-6-morpholin-4-yl-9H-purin-8-yl]piperidin-4-ylmethanone. LCMS (method A): RT 2.03 min, [M+H]+ 475.3